The task is: describe an organic reaction: reactants, conditions, products, and yield. This data is from the Open Reaction Database (ORD), a public repository of structured organic reaction records. Reactants: CO, CCOC(C)=O, N#C[Cu], COc1cc(N2CCN(C(=O)Cn3nc(I)c(Cl)c3C)C(C)C2)ccc1Cl, CN(C)C=O. Yields the product COc1cc(N2CCN(C(=O)Cn3nc(C#N)c(Cl)c3C)C(C)C2)ccc1Cl. Reaction SMILES: [CH3:31][OH:32].[CH3:33][CH2:34][O:35][C:36]([CH3:37])=[O:38].[Cu:28][C:29]#[N:30].[I:1][c:2]1[n:3][n:4]([CH2:9][C:10](=[O:11])[N:12]2[CH:13]([CH3:27])[CH2:14][N:15]([c:18]3[cH:19][c:20]([O:25][CH3:26])[c:21]([Cl:24])[cH:22][cH:23]3)[CH2:16][CH2:17]2)[c:5]([CH3:8])[c:6]1[Cl:7].[O:39]=[CH:40][N:41]([CH3:42])[CH3:43]>>[c:2]1([C:29]#[N:30])[n:3][n:4]([CH2:9][C:10](=[O:11])[N:12]2[CH:13]([CH3:27])[CH2:14][N:15]([c:18]3[cH:19][c:20]([O:25][CH3:26])[c:21]([Cl:24])[cH:22][cH:23]3)[CH2:16][CH2:17]2)[c:5]([CH3:8])[c:6]1[Cl:7]. Starting materials: [Ag+2], O=C([O-])[O-], CCOC(=O)c1cc(CBr)ccn1, Cc1cc(C(O)(C(C)c2ccc(O)cc2Cl)C(F)(F)F)ccn1, CN(C)C=O. Product: CCOC(=O)c1cc(COc2ccc(C(C)C(O)(c3ccnc(C)c3)C(F)(F)F)c(Cl)c2)ccn1. As a reaction SMILES: [Ag+2:46].[C:42](=[O:43])([O-:44])[O-:45].[CH2:24]([CH3:25])[O:26][C:27](=[O:28])[c:29]1[n:30][cH:31][cH:32][c:33]([CH2:35][Br:36])[cH:34]1.[Cl:1][c:2]1[cH:3][c:4]([OH:23])[cH:5][cH:6][c:7]1[CH:8]([C:9]([C:10]([F:11])([F:12])[F:13])([c:14]1[cH:15][c:16]([CH3:20])[n:17][cH:18][cH:19]1)[OH:21])[CH3:22].[O:37]=[CH:38][N:39]([CH3:40])[CH3:41]>>[Cl:1][c:2]1[cH:3][c:4]([O:23][CH2:35][c:33]2[cH:32][cH:31][n:30][c:29]([C:27]([O:26][CH2:24][CH3:25])=[O:28])[cH:34]2)[cH:5][cH:6][c:7]1[CH:8]([C:9]([C:10]([F:11])([F:12])[F:13])([c:14]1[cH:15][c:16]([CH3:20])[n:17][cH:18][cH:19]1)[OH:21])[CH3:22]. The reactants are C(C(C)=C)OC1=C(C=CC=C1)O (ortho-methallyloxyphenol), [Al] (aluminium), C(C(C)=C)OC1=C(C=CC=C1)O (ortho-methallyloxyphenol), C(C(C)=C)C1(C(O)C=CC=C1)O (ortho-methallylpyrocatechol). Yields the product C(C(C)=C)C=1C=C(C(O)=CC1)O (para-methallylpyrocatechol). Isolated yield 36.6%. RXN SMILES: C([O:5][C:6]1[CH:11]=[CH:10][CH:9]=[CH:8][C:7]=1[OH:12])C(=C)C.[Al].[CH2:14](C1(O)C=CC=CC1O)[C:15](=[CH2:17])[CH3:16]>>[CH2:16]([C:10]1[CH:11]=[C:6]([OH:5])[C:7](=[CH:8][CH:9]=1)[OH:12])[C:15](=[CH2:14])[CH3:17]. Reported procedure: By carrying out the reaction under the temperature and treatment conditions described in Example 1, starting from ortho-methallyloxyphenol (1.043 g), without using an aluminium derivative, a mixture containing unconverted ortho-methallyloxyphenol (0.189 g), DDHB (0.0126 g), ortho-methallylpyrocatechol (0.520 g) and para-methallylpyrocatechol (0.188 g) is obtained, i.e.: Starting materials: COC(=O)CBr, ClCCl, ClCCl, C[O-], CN(C)C=O, CO, CO, Cc1ccccc1, O=C1CN=C(c2c(F)cccc2F)c2cc(Cl)ccc2N1, [Na+], O. Product: COC(=O)CN1C(=O)CN=C(c2c(F)cccc2F)c2cc(Cl)ccc21. Reaction SMILES: [Br:30][CH2:31][C:32](=[O:33])[O:34][CH3:35].[CH2:38]([Cl:39])[Cl:40].[CH2:41]([Cl:42])[Cl:43].[CH3:22][O-:23].[CH3:25][N:26]([CH3:27])[CH:28]=[O:29].[CH3:36][OH:37].[CH3:44][OH:45].[CH3:47][c:48]1[cH:49][cH:50][cH:51][cH:52][cH:53]1.[Cl:1][c:2]1[cH:3][cH:4][c:5]2[c:6]([cH:21]1)[C:7]([c:13]1[c:14]([F:20])[cH:15][cH:16][cH:17][c:18]1[F:19])=[N:8][CH2:9][C:10](=[O:12])[NH:11]2.[Na+:24].[OH2:46]>>[Cl:1][c:2]1[cH:3][cH:4][c:5]2[c:6]([cH:21]1)[C:7]([c:13]1[c:14]([F:20])[cH:15][cH:16][cH:17][c:18]1[F:19])=[N:8][CH2:9][C:10](=[O:12])[N:11]2[CH2:31][C:32](=[O:33])[O:34][CH3:35].